This data is from the Open Reaction Database (ORD), a public repository of structured organic reaction records. The task is: describe an organic reaction: reactants, conditions, products, and yield Starting materials: CCCCCN(CCCCC)C(=O)N1CCN(C(=O)N(c2ccccc2)c2cccc(Cl)c2)C(C(=O)O)C1, CCN=C=NCCCN(C)C, COc1ccccc1CN(C)CCN, On1nnc2ccccc21. The product is CCCCCN(CCCCC)C(=O)N1CCN(C(=O)N(c2ccccc2)c2cccc(Cl)c2)C(C(=O)NCCN(C)Cc2ccccc2OC)C1. As a reaction SMILES: [CH2:1]([CH2:2][CH2:3][CH2:4][CH3:5])[N:6]([C:7](=[O:8])[N:9]1[CH2:10][CH:11]([C:31](=[O:32])[OH:33])[N:12]([C:15]([N:16]([c:17]2[cH:18][cH:19][cH:20][cH:21][cH:22]2)[c:23]2[cH:24][c:25]([Cl:29])[cH:26][cH:27][cH:28]2)=[O:30])[CH2:13][CH2:14]1)[CH2:34][CH2:35][CH2:36][CH2:37][CH3:38].[CH3:49][CH2:50][N:51]=[C:52]=[N:53][CH2:54][CH2:55][CH2:56][N:57]([CH3:58])[CH3:59].[CH3:60][O:61][c:62]1[c:63]([CH2:64][N:65]([CH2:66][CH2:67][NH2:68])[CH3:69])[cH:70][cH:71][cH:72][cH:73]1.[OH:39][n:40]1[c:41]2[c:42]([cH:43][cH:44][cH:45][cH:46]2)[n:47][n:48]1>>[CH2:1]([CH2:2][CH2:3][CH2:4][CH3:5])[N:6]([C:7](=[O:8])[N:9]1[CH2:10][CH:11]([C:31](=[O:32])[NH:68][CH2:67][CH2:66][N:65]([CH2:64][c:63]2[c:62]([O:61][CH3:60])[cH:73][cH:72][cH:71][cH:70]2)[CH3:69])[N:12]([C:15]([N:16]([c:17]2[cH:18][cH:19][cH:20][cH:21][cH:22]2)[c:23]2[cH:24][c:25]([Cl:29])[cH:26][cH:27][cH:28]2)=[O:30])[CH2:13][CH2:14]1)[CH2:34][CH2:35][CH2:36][CH2:37][CH3:38].